Dataset: the Open Reaction Database (ORD), a public repository of structured organic reaction records. Task: describe an organic reaction: reactants, conditions, products, and yield The reactants are O[C@H](CN1C(C2=C(CCC1)NC(=C2C)C=O)=O)CN2CCOCC2 ((S)-5-(2-Hydroxy-3-morpholin-4-yl-propyl)-3-methyl-4-oxo-1,4,5,6,7,8-hexahydro-pyrrolo[3,2-c]azepine-2-carbaldehyde), BrC=1C=C(C=C2CC(NC12)=O)F (7-bromo-5-fluoro-1,3-dihydro-indol-2-one), N1CCCCC1 (piperidine). Solvent: C(C)O (ethanol). Product: BrC=1C=C(C=C2/C(/C(NC12)=O)=C/C1=C(C=2C(N(CCCC2N1)C[C@H](CN1CCOCC1)O)=O)C)F ((S,Z)-2((7-bromo-5-fluoro-2-oxoindolin-3-ylidene)methyl)-5-(2-hydroxy-3-morpholinopropyl)-3-methyl-5,6,7,8-tetrahydropyrrolo[3,2-c]azepin-4(1H)-one), OC(CN1C(C2=C(CCC1)NC=C2C)=O)CN2CCOCC2 (5-(2-hydroxy-3-morpholinopropyl)-3-methyl-5,6,7,8-tetrahydropyrrolo[3,2-c]azepin-4(1H)-one). Yield: 260.3%. Reaction SMILES: [OH:1][C@@H:2]([CH2:18][N:19]1[CH2:24][CH2:23][O:22][CH2:21][CH2:20]1)[CH2:3][N:4]1[CH2:10][CH2:9][CH2:8][C:7]2[NH:11][C:12]([CH:15]=O)=[C:13]([CH3:14])[C:6]=2[C:5]1=[O:17].[Br:25][C:26]1[CH:27]=[C:28]([F:36])[CH:29]=[C:30]2[C:34]=1[NH:33][C:32](=[O:35])[CH2:31]2.N1CCCCC1>C(O)C>[Br:25][C:26]1[CH:27]=[C:28]([F:36])[CH:29]=[C:30]2[C:34]=1[NH:33][C:32](=[O:35])/[C:31]/2=[CH:15]\[C:12]1[NH:11][C:7]2[CH2:8][CH2:9][CH2:10][N:4]([CH2:3][C@@H:2]([OH:1])[CH2:18][N:19]3[CH2:24][CH2:23][O:22][CH2:21][CH2:20]3)[C:5](=[O:17])[C:6]=2[C:13]=1[CH3:14].[OH:1][CH:2]([CH2:18][N:19]1[CH2:24][CH2:23][O:22][CH2:21][CH2:20]1)[CH2:3][N:4]1[CH2:10][CH2:9][CH2:8][C:7]2[NH:11][CH:12]=[C:13]([CH3:14])[C:6]=2[C:5]1=[O:17]. Reported procedure: (S)-5-(2-Hydroxy-3-morpholin-4-yl-propyl)-3-methyl-4-oxo-1,4,5,6,7,8-hexa hydro-pyrrolo[3,2-c]azepine-2-carbaldehyde 78f (40 mg, 0.12 mmol) and 7-bromo-5-fluoro-1,3-dihydro-indol-2-one 4b (27 mg, 0.12 mmol) were dissolved in 1.5 ml of ethanol, and added with 6 μl of piperidine to the solution at room temperature. Upon completion of the addition, the reaction mixture was reacted at 45° C. for 16 hours. After thin lay chromatography showed the disappearance of starting materials, the reaction mixt...